From a dataset of the Open Reaction Database (ORD), a public repository of structured organic reaction records. describe an organic reaction: reactants, conditions, products, and yield Reactants: resultant material, 100, C(=O)(O)C12C3=C4C5C6CCC(C5C(C3C(CC1)C2)C4)C6 (carboxyhexacyclo[6.6.1.13,6.110,13.02,7.09,14 ]heptadecen), O1CCCC=C1 (3,4-dihydro-2H-pyran). The solvent is CCOCC (ether), O1CCCC1 (tetrahydrofuran), 50, C1(=CC=C(C=C1)S(=O)(=O)O)C (p-toluen sulfonic acid). Run at time 2 hour. Product: C=CCCCCCCCCCCCCCCC (heptadecen). Reaction SMILES: C([C:4]12[CH2:18][CH:15]([CH2:16][CH2:17]1)[CH:14]1[C:5]2=[C:6]2[CH2:19][CH:13]1[CH:12]1[CH:7]2[CH:8]2[CH2:20][CH:11]1[CH2:10][CH2:9]2)(O)=O.O1C=CCCC1>O1CCCC1.C1(C)C=CC(S(O)(=O)=O)=CC=1.CCOCC>[CH2:16]=[CH:17][CH2:4][CH2:18][CH2:15][CH2:14][CH2:5][CH2:6][CH2:19][CH2:13][CH2:12][CH2:7][CH2:8][CH2:9][CH2:10][CH2:11][CH3:20]. Procedure: Subsequently, carboxyhexacyclo[6.6.1.13,6.110,13.02,7.09,14 ]heptadecen of 2.1 grams and 3,4-dihydro-2H-pyran of 1.71 grams were dissolved in tetrahydrofuran of 50 milli-litter, and p-toluen sulfonic acid of 0.03 gram was added to the solution. The reaction was continued at room temperature for 2 hours. The resultant material was diluted in ether of 100 milli-litter, and was washed in 3% solution of Na2CO3, saturated water of salt and water in this order, and the organic layer was dried with MgS... The product is Cl.C1(=CC=CC=C1)CC[C@H]1[C@@H](C(N1C(C)=O)=O)CCCNC(=N)N (trans-4-(2-Phenylethyl)-3-guanidinopropyl-1-acetyl-2-azetidinone hydrochloride salt). The yield is 76.0%. The solvent is CO.C(C)(=O)OCC (methanol ethyl acetate). The reactants are C1(=CC=CC=C1)C=C[C@H]1[C@@H](C(N1C(C)=O)=O)CCCNC(=NC(=O)OCC1=CC=CC=C1)NC(=O)OCC1=CC=CC=C1 (trans-4-(2 -Phenylethenyl)-3-[3-[N',N"-di(Cbz)guanidino]-propyl]-1-acetyl-2-azetidinone), Cl (HCl). Reaction SMILES: [C:1]1([CH:7]=[CH:8][C@@H:9]2[N:12]([C:13](=[O:15])[CH3:14])[C:11](=[O:16])[C@H:10]2[CH2:17][CH2:18][CH2:19][NH:20][C:21]([NH:33]C(OCC2C=CC=CC=2)=O)=[N:22]C(OCC2C=CC=CC=2)=O)[CH:6]=[CH:5][CH:4]=[CH:3][CH:2]=1.[ClH:44]>[Pd].CO.C(OCC)(=O)C>[ClH:44].[C:1]1([CH2:7][CH2:8][C@@H:9]2[N:12]([C:13](=[O:15])[CH3:14])[C:11](=[O:16])[C@H:10]2[CH2:17][CH2:18][CH2:19][NH:20][C:21]([NH2:33])=[NH:22])[CH:6]=[CH:5][CH:4]=[CH:3][CH:2]=1 |f:3.4,5.6|. Procedure details: A methanol/ethyl acetate (3 mL/1 mL) solution of compound 27 (470 mg, 0.82 mmol) and 1N HCl (0.9 mL), containing 10% palladium on carbon, was stirred under a hydrogen atmosphere until TLC indicated the disappearance of the starting material (about 30 min). The suspension was filtered through a pad of Celite, and the filtrate was concentrated to afford 220 mg (76%) of the title product. Reagents/catalysts: [Pd] (palladium on carbon). Reactants: C1(=CC=CC=C1)CCN (2-phenylethylamine), CC1CC(=O)OC(C1)=O (3-methylglutaric anhydride). Solvent: C1(=CC=CC=C1)C (toluene), C1(=CC=CC=C1)C (toluene). Procedure: A solution of 2-phenylethylamine (6.3 ml) in dry toluene (50 ml) was added dropwise to a stirred solution of 3-methylglutaric anhydride (6.4 g) in dry toluene (250 ml) at 0° under a nitrogen atmosphere. After complete addition the mixture was heated at reflux temperature for 3 hours. The solution was evaporated and the residual oil triturated with ether (150 ml). The solid was filtered and dried to give the sub-title intermediate (3.3 g), mp 78°-80°. Product: CC(CC(=O)O)CC(NCCC1=CC=CC=C1)=O (3-Methyl-5-oxo-5-[2-phenylethylamino]pentanoic acid). Reaction SMILES: [C:1]1([CH2:7][CH2:8][NH2:9])[CH:6]=[CH:5][CH:4]=[CH:3][CH:2]=1.[CH3:10][CH:11]1[CH2:17][C:16](=[O:18])[O:15][C:13](=[O:14])[CH2:12]1>C1(C)C=CC=CC=1>[CH3:10][CH:11]([CH2:17][C:16](=[O:18])[NH:9][CH2:8][CH2:7][C:1]1[CH:6]=[CH:5][CH:4]=[CH:3][CH:2]=1)[CH2:12][C:13]([OH:15])=[O:14]. Reactants: C(C1=CC=CC=C1)N1CC(C2(CCNC2=O)CC1)O (8-benzyl-6-hydroxy-2,8-diazaspiro[4.5]decan-1-one), C(=O)([O-])[O-].[K+].[K+] (K2CO3), CC1(C2=C(C(=CC=C2)P(C3=CC=CC=C3)C4=CC=CC=C4)OC5=C(C=CC=C51)P(C6=CC=CC=C6)C7=CC=CC=C7)C (Xantphos), 4-methyl-5-oxo-2,5-dihydrofuran-3-yltrifluoromethanesulfonate, O (water). Reagents/catalysts: C(C)(=O)[O-].[Pd+2].C(C)(=O)[O-] (palladium acetate). The solvent is CCOC(=O)C (EtOAc). Reaction conditions: temperature 60 celsius. Yields the product C(C1=CC=CC=C1)N1CC(C2(CCN(C2=O)C=2COC(C2C)=O)CC1)O (8-Benzyl-6-hydroxy-2-(4-methyl-5-oxo-2,5-dihydrofuran-3-yl)-2,8-diazaspiro[4.5]decan-1-one). As a reaction SMILES: [CH2:1]([N:8]1[CH2:18][CH2:17][C:11]2([C:15](=[O:16])[NH:14][CH2:13][CH2:12]2)[CH:10]([OH:19])[CH2:9]1)[C:2]1[CH:7]=[CH:6][CH:5]=[CH:4][CH:3]=1.[C:20]([O-:23])([O-])=[O:21].[K+].[K+].[CH3:26][C:27]1(C)C2C(=C(P(C3C=CC=CC=3)C3C=CC=CC=3)C=CC=2)O[C:29]2C(P(C3C=CC=CC=3)C3C=CC=CC=3)=CC=C[C:28]1=2.O>CCOC(C)=O.C([O-])(=O)C.[Pd+2].C([O-])(=O)C>[CH2:1]([N:8]1[CH2:18][CH2:17][C:11]2([C:15](=[O:16])[N:14]([C:27]3[CH2:26][O:23][C:20](=[O:21])[C:28]=3[CH3:29])[CH2:13][CH2:12]2)[CH:10]([OH:19])[CH2:9]1)[C:2]1[CH:3]=[CH:4][CH:5]=[CH:6][CH:7]=1 |f:1.2.3,7.8.9|. Procedure: To a flask charged with 8-benzyl-6-hydroxy-2,8-diazaspiro[4.5]decan-1-one (520 mg, 2.0 mmol) and a stir bar was added palladium acetate (22 mg, 0.10 mmol), K2CO3 (550 mg, 4.00 mmol), Xantphos (120 mg, 0.20 mmol), 4-methyl-5-oxo-2,5-dihydrofuran-3-yltrifluoromethanesulfonate (640 mg, 2.6 mmol), and water (110 mg, 6.0 mmol). The mixture was heated to 60° C. for 2 hours. LC showed complete reaction at that point. The reaction was diluted with EtOAc, washed with water, and the phases separated. The ...